Dataset: the Open Reaction Database (ORD), a public repository of structured organic reaction records. Task: describe an organic reaction: reactants, conditions, products, and yield Reactants: COC=1C=CC2=C(NC(S2)(C)C)C1 (5-methoxy-2,2-dimethylbenzothiazolidine), [BH4-].[Na+] (sodium borohydride), C(C)(=O)O (acetic acid). Run in C(OC)COC (dimethoxyethane), C(C)(C)O (isopropanol). Conditions: time 1 hour. Yields the product C(C)(C)NC1=C(C=C(C=C1)OC)S (2-i-Propylamino-5-methoxythiophenol). Reaction SMILES: CO[C:3]1[CH:4]=[CH:5][C:6]2[S:10][C:9]([CH3:12])([CH3:11])[NH:8][C:7]=2[CH:13]=1.[BH4-].[Na+].[C:16](O)(=[O:18])C>C(COC)OC.C(O)(C)C>[CH:9]([NH:8][C:7]1[CH:13]=[CH:3][C:4]([O:18][CH3:16])=[CH:5][C:6]=1[SH:10])([CH3:11])[CH3:12] |f:1.2|. Reported procedure: To 5-methoxy-2,2-dimethylbenzothiazolidine (14.6 gm; 75 mmoles) in 50 ml dimethoxyethane and 5 ml isopropanol was added sodium borohydride (4.0 gm; 0.1 mole). The reaction mixture was stirred at room temperature for 1 hour. The mixture was then poured over 5 N acetic acid, extracted with methylene chloride, washed with brine, dried (Na2SO4) and concentrated in vacuo. The residue was recrystallized from hexane to yield the title compound, m.p. 68°-69° C. in nearly quantitative yield.